This data is from the Open Reaction Database (ORD), a public repository of structured organic reaction records. The task is: describe an organic reaction: reactants, conditions, products, and yield The reactants are C(CCCCCCCCCCCCCCC)OC=1C(C=C(OC1)COC1OCCCC1)=O (5-hexadecyloxy-2-tetrahydro pyranyloxymethyl-4pyrone), Cl (HCl), CCCCCC (hexane). Solvent: CCOCC (ether), C1CCOC1 (THF). The product is OCC=1OC=C(C(C1)=O)OCCCCCCCCCCCCCCCC (2-hydroxymethyl-5-hexadecyloxy-4-pyrone). Isolated yield 96.0%. As a reaction SMILES: [CH2:1]([O:17][C:18]1[C:19](=[O:32])[CH:20]=[C:21]([CH2:24][O:25]C2CCCCO2)[O:22][CH:23]=1)[CH2:2][CH2:3][CH2:4][CH2:5][CH2:6][CH2:7][CH2:8][CH2:9][CH2:10][CH2:11][CH2:12][CH2:13][CH2:14][CH2:15][CH3:16].Cl.CCCCCC>C1COCC1.CCOCC>[OH:25][CH2:24][C:21]1[O:22][CH:23]=[C:18]([O:17][CH2:1][CH2:2][CH2:3][CH2:4][CH2:5][CH2:6][CH2:7][CH2:8][CH2:9][CH2:10][CH2:11][CH2:12][CH2:13][CH2:14][CH2:15][CH3:16])[C:19](=[O:32])[CH:20]=1. Reported procedure: A solution of 5-hexadecyloxy-2-tetrahydro pyranyloxymethyl-4pyrone (1.1 g, 2.5 mmol) and HCl (10% in H2O, 10 ml) in THF (30 ml) was stirred at 25° overnight. TLC (ETAC/hexane: 3/7) indicated reaction was complete. The solution was diluted with ether (200 ml), washed with H2O (3×50 ml), 10% NaHCO3 (1×50 ml), sat'd NaCl (1×100 ml), dried (K2CO3) and concentrated to provide 0.88 g (98%) of 2-hydroxymethyl-5-hexadecyloxy-4-pyrone as a pure white solid mp 68.0°-69.5°.